From a dataset of the Open Reaction Database (ORD), a public repository of structured organic reaction records. describe an organic reaction: reactants, conditions, products, and yield Starting materials: C1CCOC1, CC(C)N=C(NC(C)C)OCc1ccccc1, NC(Cc1ccccc1)C(=O)O. Product: NC(Cc1ccccc1)C(=O)OCc1ccccc1. As a reaction SMILES: [CH2:30]1[O:31][CH2:32][CH2:33][CH2:34]1.[CH:13]([NH:14][C:15](=[N:16][CH:17]([CH3:18])[CH3:26])[O:27][CH2:19][c:20]1[cH:21][cH:22][cH:23][cH:24][cH:25]1)([CH3:28])[CH3:29].[NH2:1][CH:2]([CH2:3][c:4]1[cH:5][cH:6][cH:7][cH:8][cH:9]1)[C:10]([OH:11])=[O:12]>>[NH2:1][CH:2]([CH2:3][c:4]1[cH:5][cH:6][cH:7][cH:8][cH:9]1)[C:10]([O:11][CH2:19][c:20]1[cH:21][cH:22][cH:23][cH:24][cH:25]1)=[O:12]. Starting materials: ClCCl (dichloromethane), N1(C=NC=C1)CCCN (1H-imidazol-1-propanamine), [OH-].[Na+] (sodium hydroxide), C(C)(=O)NC1=CC=C(S(=O)(=O)Cl)C=C1 (N-acetylsulfanilyl chloride). Solvent: O (water). Run at time 20 hour. Product: N1(C=NC=C1)CCCNS(=O)(=O)C1=CC=C(C=C1)NC(C)=O (N-[4-[[[3-(1H-Imidazol-1-yl)propyl]amino]sulfonyl]phenyl]acetamide). The yield is 82.9%. As a reaction SMILES: [N:1]1([CH2:6][CH2:7][CH2:8][NH2:9])[CH:5]=[CH:4][N:3]=[CH:2]1.[C:10]([NH:13][C:14]1[CH:23]=[CH:22][C:17]([S:18](Cl)(=[O:20])=[O:19])=[CH:16][CH:15]=1)(=[O:12])[CH3:11].[OH-].[Na+].ClCCl>O>[N:1]1([CH2:6][CH2:7][CH2:8][NH:9][S:18]([C:17]2[CH:16]=[CH:15][C:14]([NH:13][C:10](=[O:12])[CH3:11])=[CH:23][CH:22]=2)(=[O:20])=[O:19])[CH:5]=[CH:4][N:3]=[CH:2]1 |f:2.3|. Procedure: A mixture of 1.25 g of 1H-imidazol-1-propanamine in 25 ml of water was stirred at room temperature then 2.34 g of N-acetylsulfanilyl chloride was added and stirring was continued for 20 hours resulting in a clear solution. With the addition of 4 ml of 5N sodium hydroxide the solution turned milky and resulted in the separation of an oil. The addition of dichloromethane resulted in the formation of a suspended precipitate which was collected by filtration and gave 2.67 g of the desired compound a... The reactants are NC1=C(C=C(C=C1)CC(=O)NCCN(C)C)C1=CCC(CC1)(C)C (2-[4-amino-3-(4,4-dimethyl-cyclohex-1-enyl)-phenyl]-N-(2-dimethylamino-ethyl)-acetamide), C(#N)C=1N=C(N(C1)COCC[Si](C)(C)C)C(=O)[O-].[K+] (potassium 4-cyano-1-(2-trimethylsilanyl-ethoxymethyl)-1H-imidazole-2-carboxylate). Yields the product CN(CCNC(=O)CC1=CC(=C(C=C1)NC(=O)C=1N(C=C(N1)C#N)COCC[Si](C)(C)C)C1=CCC(CC1)(C)C)C (4-Cyano-1-(2-trimethylsilanyl-ethoxymethyl)-1H-imidazole-2-carboxylic acid [4-[(2-dimethylamino-ethylcarbamoyl)-methyl]-2-(4,4-dimethyl-cyclohex-1-enyl)-phenyl]-amide). Reaction SMILES: [NH2:1][C:2]1[CH:7]=[CH:6][C:5]([CH2:8][C:9]([NH:11][CH2:12][CH2:13][N:14]([CH3:16])[CH3:15])=[O:10])=[CH:4][C:3]=1[C:17]1[CH2:22][CH2:21][C:20]([CH3:24])([CH3:23])[CH2:19][CH:18]=1.[C:25]([C:27]1[N:28]=[C:29]([C:40]([O-])=[O:41])[N:30]([CH2:32][O:33][CH2:34][CH2:35][Si:36]([CH3:39])([CH3:38])[CH3:37])[CH:31]=1)#[N:26].[K+]>>[CH3:15][N:14]([CH3:16])[CH2:13][CH2:12][NH:11][C:9]([CH2:8][C:5]1[CH:6]=[CH:7][C:2]([NH:1][C:40]([C:29]2[N:30]([CH2:32][O:33][CH2:34][CH2:35][Si:36]([CH3:39])([CH3:38])[CH3:37])[CH:31]=[C:27]([C:25]#[N:26])[N:28]=2)=[O:41])=[C:3]([C:17]2[CH2:22][CH2:21][C:20]([CH3:24])([CH3:23])[CH2:19][CH:18]=2)[CH:4]=1)=[O:10] |f:1.2|. Reported procedure: The title compound was prepared from 2-[4-amino-3-(4,4-dimethyl-cyclohex-1-enyl)-phenyl]-N-(2-dimethylamino-ethyl)-acetamide (as prepared in the previous step) and potassium 4-cyano-1-(2-trimethylsilanyl-ethoxymethyl)-1H-imidazole-2-carboxylate (as prepared in Example 1, step (d)) according to the procedure in Example 1, step (f). Mass spectrum (ESI, m/z): Calcd. for C31H46N6O3Si, 579.3 (M+H). found 579.3. Starting materials: C(C)(C)(C)OC(=O)N(C)CC=1C=C(N(C1)S(=O)(=O)C=1C=C(OCC(=O)OC)C=CC1)C1=C(C=CC=C1)F (methyl 2-(3-((4-(((tert-butoxycarbonyl)(methyl)amino)methyl)-2-(2-fluorophenyl)-1H-pyrrol-1-yl)sulfonyl)phenoxy)acetate), CN (methylamine). The solvent is solution, CO (methanol). Conditions: temperature 40 celsius, time 2 hour. Yields the product FC1=C(C=CC=C1)C1=CC(=CN1S(=O)(=O)C1=CC(=CC=C1)OCC(=O)NC)CN(C(OC(C)(C)C)=O)C (tert-butyl ((5-(2-fluorophenyl)-1-((3-(2-(methylamino)-2-oxoethoxy)phenyl)sulfonyl)-1H-pyrrol-3-yl)methyl)(methyl)carbamate). RXN SMILES: [C:1]([O:5][C:6]([N:8]([CH2:10][C:11]1[CH:12]=[C:13]([C:31]2[CH:36]=[CH:35][CH:34]=[CH:33][C:32]=2[F:37])[N:14]([S:16]([C:19]2[CH:20]=[C:21]([CH:28]=[CH:29][CH:30]=2)[O:22][CH2:23][C:24]([O:26]C)=O)(=[O:18])=[O:17])[CH:15]=1)[CH3:9])=[O:7])([CH3:4])([CH3:3])[CH3:2].[CH3:38][NH2:39]>CO>[F:37][C:32]1[CH:33]=[CH:34][CH:35]=[CH:36][C:31]=1[C:13]1[N:14]([S:16]([C:19]2[CH:30]=[CH:29][CH:28]=[C:21]([O:22][CH2:23][C:24]([NH:39][CH3:38])=[O:26])[CH:20]=2)(=[O:17])=[O:18])[CH:15]=[C:11]([CH2:10][N:8]([CH3:9])[C:6](=[O:7])[O:5][C:1]([CH3:3])([CH3:2])[CH3:4])[CH:12]=1. Reported procedure: Methyl 2-(3-((4-(((tert-butoxycarbonyl)(methyl)amino)methyl)-2-(2-fluorophenyl)-1H-pyrrol-1-yl)sulfonyl)phenoxy)acetate 1i (110 mg, 0.20 mmol) was dissolved in 10 mL of a solution of methylamine in methanol (33%), and the reaction solution was heated up to 40° C. and stirred for 2 h. The reaction solution was concentrated under reduced pressure to obtain the title product tert-butyl ((5-(2-fluorophenyl)-1-((3-(2-(methylamino)-2-oxoethoxy)phenyl)sulfonyl)-1H-pyrrol-3-yl)methyl)(methyl)carbamate 1... The reactants are CCO, Cc1c(CCl)ncnc1N1CCCCC1, Cl, [Na+], [OH-], O, COc1ccc2nc(S)[nH]c2c1. Yields the product COc1ccc2[nH]c(SCc3ncnc(N4CCCCC4)c3C)nc2c1. As a reaction SMILES: [CH3:32][CH2:33][OH:34].[Cl:2][CH2:3][c:4]1[n:5][cH:6][n:7][c:8]([N:11]2[CH2:12][CH2:13][CH2:14][CH2:15][CH2:16]2)[c:9]1[CH3:10].[ClH:1].[Na+:31].[OH-:30].[OH2:29].[SH:17][c:18]1[nH:19][c:20]2[c:21]([n:22]1)[cH:23][cH:24][c:25]([O:27][CH3:28])[cH:26]2>>[CH2:3]([c:4]1[n:5][cH:6][n:7][c:8]([N:11]2[CH2:12][CH2:13][CH2:14][CH2:15][CH2:16]2)[c:9]1[CH3:10])[S:17][c:18]1[n:19][c:20]2[c:21]([nH:22]1)[cH:23][cH:24][c:25]([O:27][CH3:28])[cH:26]2. The reactants are C1(=CC=CC=C1)N1N=CC=C1 (1-phenyl-1H-pyrazole), C(#N)C1=CC=C(C=C1)S(=O)(=O)Cl (4-cyanobenzenesulfonyl chloride), S(=O)(=O)(Cl)Cl (sulfonyl chloride). Yields the product C(#N)C1=CC=C(C=C1)S(=O)(=O)NC(C(CC)CC)C1=CC=NN1C1=CC=CC=C1 (4-Cyano-N-[2-ethyl-1-(1-phenyl-1H-pyrazol-5-yl)butyl]benzenesulfonamide). As a reaction SMILES: [C:1]1([N:7]2[CH:11]=[CH:10][CH:9]=[N:8]2)[CH:6]=[CH:5][CH:4]=[CH:3][CH:2]=1.[C:12]([C:14]1[CH:19]=[CH:18][C:17]([S:20](Cl)(=[O:22])=[O:21])=[CH:16][CH:15]=1)#[N:13].S(Cl)(Cl)(=O)=O>>[C:12]([C:14]1[CH:19]=[CH:18][C:17]([S:20]([NH:13][CH:12]([C:11]2[N:7]([C:1]3[CH:2]=[CH:3][CH:4]=[CH:5][CH:6]=3)[N:8]=[CH:9][CH:10]=2)[CH:14]([CH2:19][CH3:18])[CH2:15][CH3:16])(=[O:22])=[O:21])=[CH:16][CH:15]=1)#[N:13]. Procedure details: This compound was prepared using the method described in example 10, but 1-phenyl-1H-pyrazole was used as the starting material in step 10B and 4-cyanobenzenesulfonyl chloride was used as the sulfonyl chloride in step IOE. mp 134.6-136.6° C.; Mass Spectrum (−ES): 407.1 (M−H)−. The reactants are O=C(Cl)Oc1ccccc1, Cc1cc(N)no1, C1CCOC1, O, c1ccncc1. Product: Cc1cc(NC(=O)Oc2ccccc2)no1. RXN SMILES: [C:8]([O:9][c:10]1[cH:11][cH:12][cH:13][cH:14][cH:15]1)(=[O:16])[Cl:17].[NH2:1][c:2]1[n:3][o:4][c:5]([CH3:7])[cH:6]1.[O:19]1[CH2:20][CH2:21][CH2:22][CH2:23]1.[OH2:18].[cH:24]1[cH:25][cH:26][n:27][cH:28][cH:29]1>>[NH:1]([c:2]1[n:3][o:4][c:5]([CH3:7])[cH:6]1)[C:8]([O:9][c:10]1[cH:11][cH:12][cH:13][cH:14][cH:15]1)=[O:16]. The reactants are CC(C)O[Ti](OC(C)C)(OC(C)C)OC(C)C, [Cl-], [Cl-], [Cl-], [Cl-], ClCCl, [Ti+4]. Product: CC(C)O[Ti](Cl)(OC(C)C)OC(C)C. RXN SMILES: [CH:6]([CH3:7])([CH3:8])[O:9][Ti:10]([O:11][CH:12]([CH3:13])[CH3:14])([O:15][CH:16]([CH3:17])[CH3:18])[O:19][CH:20]([CH3:21])[CH3:22].[Cl-:1].[Cl-:2].[Cl-:3].[Cl-:4].[Cl:23][CH2:24][Cl:25].[Ti+4:5]>>[Cl:1][Ti:10]([O:9][CH:6]([CH3:7])[CH3:8])([O:11][CH:12]([CH3:13])[CH3:14])[O:15][CH:16]([CH3:17])[CH3:18]. Reactants: N[C@H](C(=O)NCCCC[C@@H](CO)N(CC(C)C)S(=O)(=O)C1=CC(=C(C=C1)F)N)CC1=CC2=CC=CC=C2C=C1 ((2S,5S)-2-Amino-N-{5-[(3-amino-4-fluoro-benzenesulfonyl)-isobutyl-amino]-6-hydroxy-hexyl}-3-naphthalen-2-yl-propionamide), C1(CC1)C(=O)Cl (cyclopropanecarbonyl chloride). Product: NC=1C=C(C=CC1F)S(=O)(=O)N([C@@H](CCCCNC(=O)[C@H](CC1=CC2=CC=CC=C2C=C1)NC(=O)C1CC1)CO)CC(C)C ((1S,5S)-Cyclopropanecarboxylic Acid (1-{5-[(3-Amino-4-fluoro-benzenesulfonyl)-isobutyl-amino]-6-hydroxy-hexylcarbamoyl}-2-naphthalen-2-yl-ethyl)-amide). Reaction SMILES: [NH2:1][C@@H:2]([CH2:29][C:30]1[CH:39]=[CH:38][C:37]2[C:32](=[CH:33][CH:34]=[CH:35][CH:36]=2)[CH:31]=1)[C:3]([NH:5][CH2:6][CH2:7][CH2:8][CH2:9][C@H:10]([N:13]([S:18]([C:21]1[CH:26]=[CH:25][C:24]([F:27])=[C:23]([NH2:28])[CH:22]=1)(=[O:20])=[O:19])[CH2:14][CH:15]([CH3:17])[CH3:16])[CH2:11][OH:12])=[O:4].[CH:40]1([C:43](Cl)=[O:44])[CH2:42][CH2:41]1>>[NH2:28][C:23]1[CH:22]=[C:21]([S:18]([N:13]([CH2:14][CH:15]([CH3:16])[CH3:17])[C@H:10]([CH2:11][OH:12])[CH2:9][CH2:8][CH2:7][CH2:6][NH:5][C:3]([C@@H:2]([NH:1][C:43]([CH:40]2[CH2:42][CH2:41]2)=[O:44])[CH2:29][C:30]2[CH:39]=[CH:38][C:37]3[C:32](=[CH:33][CH:34]=[CH:35][CH:36]=3)[CH:31]=2)=[O:4])(=[O:19])=[O:20])[CH:26]=[CH:25][C:24]=1[F:27]. Procedure: The title compound was prepared from (2S,5S)-2-amino-N-{5-[(3-amino-4-fluoro-benzenesulfonyl)-isobutyl-amino]-6-hydroxy-hexyl}-3-naphthalen-2-yl-propionamide (example 81) as described in general procedure D using cyclopropanecarbonyl chloride. The final product was obtained in 48% yield.